From a dataset of the Open Reaction Database (ORD), a public repository of structured organic reaction records. describe an organic reaction: reactants, conditions, products, and yield Reactants: C1(=CC=C(C=C1)S(=O)(=O)O)C (p-toluenesulfonic acid), C(CCCCCCC\C=C/CCCCCCCC)(=O)O (oleic acid), C([C@H](O)[C@H](O)CO)O (erythritol), C1(=CC=CC=C1)C (toluene). Run in O (water). Run at temperature 135 celsius, time 2 hour. Product: C(CCCCCCC\C=C/CCCCCCCC)(=O)O[C@@H](CO)[C@H](OC(CCCCCCC\C=C/CCCCCCCC)=O)CO (Erythritol 2,3-Dioleate). RXN SMILES: [C:1]([OH:20])(=[O:19])[CH2:2][CH2:3][CH2:4][CH2:5][CH2:6][CH2:7][CH2:8]/[CH:9]=[CH:10]\[CH2:11][CH2:12][CH2:13][CH2:14][CH2:15][CH2:16][CH2:17][CH3:18].[CH2:21]([OH:28])[C@@H:22]([C@@H:24]([CH2:26][OH:27])O)[OH:23].[C:29]1([CH3:35])[CH:34]=[CH:33][CH:32]=[CH:31][CH:30]=1.[C:36]1([CH3:46])[CH:41]=[CH:40][C:39](S(O)(=O)=O)=[CH:38][CH:37]=1>O>[C:1]([O:20][C@H:24]([C@@H:22]([CH2:21][OH:28])[O:23][C:1](=[O:19])[CH2:2][CH2:3][CH2:4][CH2:37][CH2:38][CH2:39][CH2:40]/[CH:41]=[CH:36]\[CH2:46][CH2:30][CH2:31][CH2:32][CH2:33][CH2:34][CH2:29][CH3:35])[CH2:26][OH:27])(=[O:19])[CH2:2][CH2:3][CH2:4][CH2:5][CH2:6][CH2:7][CH2:8]/[CH:9]=[CH:10]\[CH2:11][CH2:12][CH2:13][CH2:14][CH2:15][CH2:16][CH2:17][CH3:18]. Procedure: 347 g (1.23 mol) oleic acid and 50 g (0.41 mol) erythritol were added into a 2 L three-neck flask which was equipped with a stirrer, a condenser and an addition funnel. To the flask was added 1 L toluene as a water carrier, followed by addition of a reaction catalyst p-toluenesulfonic acid (7.9 g, 2 wt %). The mixture was refluxed at 135±2° C. for 26 hours. When the reaction was ended, the reaction system was allowed to cool to room temperature and stand for 2 hours. The solid was removed by fil...